From a dataset of the Open Reaction Database (ORD), a public repository of structured organic reaction records. describe an organic reaction: reactants, conditions, products, and yield Starting materials: N (ammonia), C(C)(=O)OCC (ethyl acetate), product, C=1C=CC2=C(C1)N=NN2O (HOBT), C(CCl)Cl (EDC), CN(C)C=O (DMF). Solvent: CO.C(Cl)Cl (methanol methylene chloride). Reaction conditions: time 30 minute. Yields the product C(CCCC(=O)N)(=O)N (pentanediamide). Reaction SMILES: [CH:1]1[CH:2]=CC2N(O)N=[N:7][C:5]=2[CH:6]=1.C(Cl)CCl.N.C(OCC)(=[O:18])C.C[N:23]([CH:25]=[O:26])C>CO.C(Cl)Cl>[C:5]([NH2:7])(=[O:18])[CH2:6][CH2:1][CH2:2][C:25]([NH2:23])=[O:26] |f:5.6|. Procedure: Part B. To a solution of 92 mg (0.19 mmol) of product from part A and 38 mg (0.28 mmol) HOBT in 0.5 mL DMF at 0° C. was added 36 mg (0.19 mmol) of EDC. After 30 minutes at 0° C., 0.25 mL of conc. aqueous ammonia was added. After 1 hour at 0° C. and 16 hours at RT, ethyl acetate was added, washed with 0.2N HCl , sat'd NaHCO3, brine, dried and concentrated to afford 72 mg of crude product. This was passed through a one-inch column of basic alumina with 10% methanol/methylene chloride to afford 53 ... The reactants are S(=O)(Cl)Cl (thionyl chloride), C(C)O (ethyl alcohol), FC1=C(C=CC(=C1)F)C1=CC(=C(C(C(=O)O)=C1)O)I (5-(2,4-difluorophenyl)-3-iodo-salicylic acid). Conditions: time 15 minute. The product is FC1=C(C=CC(=C1)F)C1=CC(=C(C(C(=O)OCC)=C1)O)I (Ethyl 5-(2,4-difluorophenyl)-3-iodo-salicylate). RXN SMILES: S(Cl)(Cl)=O.[F:5][C:6]1[CH:11]=[C:10]([F:12])[CH:9]=[CH:8][C:7]=1[C:13]1[CH:21]=[C:17]([C:18]([OH:20])=[O:19])[C:16]([OH:22])=[C:15]([I:23])[CH:14]=1.[CH2:24](O)[CH3:25]>>[F:5][C:6]1[CH:11]=[C:10]([F:12])[CH:9]=[CH:8][C:7]=1[C:13]1[CH:21]=[C:17]([C:18]([O:20][CH2:24][CH3:25])=[O:19])[C:16]([OH:22])=[C:15]([I:23])[CH:14]=1. Procedure: 11.5 ml of ethyl alcohol and 2.9 ml of thionyl chloride (SOCl2) were placed in a flask under an inert atmosphere. It was stirred for 15 min and 1.67 g (4.56 mmol) of 5-(2,4-difluorophenyl)-3-iodo-salicylic acid was added. It was stirred continuously at room temperature until no evolution was observed by HPLC. The solvent was evaporated at low pressure and extracted with ethyl acetate. A crude of 97% purity was obtained and then purified by chromatography on silica gel. Reactants: C(C)(=O)OC(CN1C=NC=2C=[N+](C=3C=CC=CC3C21)[O-])COC(C)=O (1-(2,3-diacetoxypropyl)-1H-imidazo[4,5-c]quinolin-5-oxide). The reagents and catalysts are C[O-].[Na+] (sodium methoxide). Run in CO (methanol). The product is OC(CN1C=NC=2C=[N+](C=3C=CC=CC3C21)[O-])CO (1-(2,3-dihydroxypropyl)-1H-imidazo[4,5-c]quinolin-5-oxide). Reaction SMILES: C([O:4][CH:5]([CH2:21][O:22]C(=O)C)[CH2:6][N:7]1[C:19]2[C:18]3[CH:17]=[CH:16][CH:15]=[CH:14][C:13]=3[N+:12]([O-:20])=[CH:11][C:10]=2[N:9]=[CH:8]1)(=O)C>CO.C[O-].[Na+]>[OH:4][CH:5]([CH2:21][OH:22])[CH2:6][N:7]1[C:19]2[C:18]3[CH:17]=[CH:16][CH:15]=[CH:14][C:13]=3[N+:12]([O-:20])=[CH:11][C:10]=2[N:9]=[CH:8]1 |f:2.3|. Procedure: To a stirred solution of 4.0 g (0.0117 mole) of 1-(2,3-diacetoxypropyl)-1H-imidazo[4,5-c]quinolin-5-oxide (from Example 124, Part B) in 50 ml of methanol was added about 12 drops of 25% sodium methoxide solution. After one hour the product was collected by filtration, washed with methanol and recrystallized from ethanol to provide 1-(2,3-dihydroxypropyl)-1H-imidazo[4,5-c]quinolin-5-oxide, m.p. 240°-242° C. Analysis: Calculated for C13H13N3O3 : %C, 60.2; %H, 5.1; %N, 16.2; Found: %C, 60.0; %H, 5.... Reactants: [BH3-]C#N, C=O, CO, Cc1c(Cl)c(C(F)(F)F)nn1CC(=O)N1CCN(c2ccc(Cl)c(N)c2)CC1, [Na+], O. The product is CNc1cc(N2CCN(C(=O)Cn3nc(C(F)(F)F)c(Cl)c3C)CC2)ccc1Cl. Reaction SMILES: [C:29]([BH3-:30])#[N:31].[CH2:33]=[O:34].[CH3:35][OH:36].[NH2:1][c:2]1[cH:3][c:4]([N:9]2[CH2:10][CH2:11][N:12]([C:15]([CH2:16][n:17]3[n:18][c:19]([C:24]([F:25])([F:26])[F:27])[c:20]([Cl:23])[c:21]3[CH3:22])=[O:28])[CH2:13][CH2:14]2)[cH:5][cH:6][c:7]1[Cl:8].[Na+:32].[OH2:37]>>[NH:1]([c:2]1[cH:3][c:4]([N:9]2[CH2:10][CH2:11][N:12]([C:15]([CH2:16][n:17]3[n:18][c:19]([C:24]([F:25])([F:26])[F:27])[c:20]([Cl:23])[c:21]3[CH3:22])=[O:28])[CH2:13][CH2:14]2)[cH:5][cH:6][c:7]1[Cl:8])[CH3:29]. Starting materials: Cl.C(C)NC(=O)N1CCN(CC1)C(=O)C1CCCC1 (Ethyl-4-(cyclopentylcarbonyl)piperazin-1-yl-formamidate hydrochloride), COC1=CC(=C(C#N)C=C1OC)N (4,5-dimethoxy-2-aminobenzonitrile), [H-].[Na+] (Sodium hydride), suspension, N1N-dimethylformamide. Run in O (water). Reaction conditions: time 0.5 hour. Product: COC=1C=C2C=NC=NC2=CC1OC (6,7-dimethoxyquinazoline). As a reaction SMILES: Cl.[CH2:2](NC(N1CCN(C(C2CCCC2)=O)CC1)=O)C.[CH3:20][O:21][C:22]1[C:29]([O:30][CH3:31])=[CH:28][C:25]([C:26]#[N:27])=[C:24]([NH2:32])[CH:23]=1.[H-].[Na+]>O>[CH3:31][O:30][C:29]1[CH:28]=[C:25]2[C:24](=[CH:23][C:22]=1[O:21][CH3:20])[N:32]=[CH:2][N:27]=[CH:26]2 |f:0.1,3.4|. Reported procedure: Ethyl-4-(cyclopentylcarbonyl)piperazin-1-yl-formamidate hydrochloride (0.01 mole) is added to a solution of 4,5-dimethoxy-2-aminobenzonitrile (0.01 mole) in 30 ml. of N1N-dimethylformamide. Sodium hydride (0.02 mole of a 56% suspension in mineral oil) is added and the mixture stirred 0.5 hr. at room temperature and then at 100° C. for a period of 12 hr. When the reaction period is complete, water is added providing 4-amino-2-[4-cyclopentylcarbonyl)-1-piperazinyl]-6,7-dimethoxyquinazoline. Reactants: O=C(OO)c1cccc(Cl)c1, ClCCl, FC(F)=C(F)CCSc1ncco1. The product is O=S(CCC(F)=C(F)F)c1ncco1. RXN SMILES: [Cl:14][c:15]1[cH:16][cH:17][cH:18][c:19]([C:20]([O:21][OH:23])=[O:22])[cH:24]1.[Cl:25][CH2:26][Cl:27].[F:1][C:2]([CH2:3][CH2:4][S:5][c:6]1[o:7][cH:8][cH:9][n:10]1)=[C:11]([F:12])[F:13]>>[F:1][C:2]([CH2:3][CH2:4][S:5]([c:6]1[o:7][cH:8][cH:9][n:10]1)=[O:22])=[C:11]([F:12])[F:13]. Starting materials: CN1CCC(CC1)C1=NNC2=CC=CC=C12 (3-(1-methyl-4-piperidinyl)-1H-indazole), ClC=1C=C(C(=O)Cl)C=CC1 (3-chlorobenzoyl chloride). The solvent is CCOCC (ether). Run at temperature 100 celsius. Product: Cl.ClC=1C=C(C(=O)N2N=C(C3=CC=CC=C23)C2CCN(CC2)C)C=CC1 (1-(3-Chlorobenzoyl)-3-(1-methyl-4-piperidinyl)-1H-indazole hydrochloride). Isolated yield 67.7%. As a reaction SMILES: [CH3:1][N:2]1[CH2:7][CH2:6][CH:5]([C:8]2[C:16]3[C:11](=[CH:12][CH:13]=[CH:14][CH:15]=3)[NH:10][N:9]=2)[CH2:4][CH2:3]1.[Cl:17][C:18]1[CH:19]=[C:20]([CH:24]=[CH:25][CH:26]=1)[C:21](Cl)=[O:22]>CCOCC>[ClH:17].[Cl:17][C:18]1[CH:19]=[C:20]([CH:24]=[CH:25][CH:26]=1)[C:21]([N:10]1[C:11]2[C:16](=[CH:15][CH:14]=[CH:13][CH:12]=2)[C:8]([CH:5]2[CH2:4][CH2:3][N:2]([CH3:1])[CH2:7][CH2:6]2)=[N:9]1)=[O:22] |f:3.4|. Procedure details: A mixture of 3.0 g of 3-(1-methyl-4-piperidinyl)-1H-indazole and 8 ml of 3-chlorobenzoyl chloride was heated at 100° C. for 2 hours. The reaction was allowed to cool, and ether was added. The resultant solid was collected and recrystallized twice from isopropyl alcohol to yield 3.7 g (67.7%) of product, mp 209°-211° C. Starting materials: O (water), C(C)(=O)O (acetic acid), FC=1C=C(C=CC1C)NC1=NC=CC=C1[N+](=O)[O-] (N-(3-fluoro-4-methylphenyl)-3-nitro-2-pyridylamine). The reagents and catalysts are [Fe] (iron). Run in C(C)(=O)OCC (ethyl acetate). Run at temperature 50 celsius, time 1 hour. Yields the product FC=1C=C(C=CC1C)NC1=NC=CC=C1N (N2-(3-fluoro-4-methylphenyl)-2,3-pyridinediamine). The yield is 90.1%. Reaction SMILES: [F:1][C:2]1[CH:3]=[C:4]([NH:9][C:10]2[C:15]([N+:16]([O-])=O)=[CH:14][CH:13]=[CH:12][N:11]=2)[CH:5]=[CH:6][C:7]=1[CH3:8].O.C(O)(=O)C>C(OCC)(=O)C.[Fe]>[F:1][C:2]1[CH:3]=[C:4]([NH:9][C:10]2[C:15]([NH2:16])=[CH:14][CH:13]=[CH:12][N:11]=2)[CH:5]=[CH:6][C:7]=1[CH3:8]. Procedure details: 57 g (0.23 mol) of N-(3-fluoro-4-methylphenyl)-3-nitro-2-pyridylamine was dissolved in ethyl acetate (250 ml), and water (125 ml) and acetic acid (80 ml) were added thereto, and the solution was heated to 50° C. 77 g (1.40 mol) of iron powder was added to the reaction solution so that the temperature thereof would not exceed 60° C., and then stirred for 1 hour at 60° C. The reaction solution was cooled to room temperature, and the inorganic matter was separated by filtration. The solution was ex... Yields the product C[Si](C)(C)N[Si](Cl)(Cl)Cl. Reactants: CN([SiH](C)C)[Si](C)(C)C, Cl[Si](Cl)(Cl)Cl. RXN SMILES: [CH3:6][SiH:7]([N:8]([Si:9]([CH3:10])([CH3:11])[CH3:12])[CH3:14])[CH3:13].[Si:1]([Cl:2])([Cl:3])([Cl:4])[Cl:5]>>[Si:1]([Cl:2])([Cl:3])([Cl:5])[NH:8][Si:9]([CH3:10])([CH3:11])[CH3:12].